This data is from the Open Reaction Database (ORD), a public repository of structured organic reaction records. The task is: describe an organic reaction: reactants, conditions, products, and yield Reactants: C(C)N(C(OC(C)(C)C)=O)C1CCC(CC1)OC1=NC=NC=2SC=3CCCC3C12 (tert-butyl N-ethyl-N-(4-[7-thia-9,11-diazatricyclo[6.4.0.0^[2,6]]dodeca-1(8),2(6),9,11-tetraen-12-yloxy]cyclohexyl)carbamate), Cl (Hydrogen chloride). Run in CCOCC (ether). Reaction conditions: temperature 2.5 celsius, time 5 hour. The product is Cl.C(C)NC1CCC(CC1)OC1=NC=NC=2SC=3CCCC3C12 (N-ethyl-4-[7-thia-9,11-diazatricyclo[6.4.0.0^[2,6]]dodeca-1(8),2(6),9,11-tetraen-12-yloxy]cyclohexan-1-amine hydrochloride). Reaction SMILES: [CH2:1]([N:3]([CH:11]1[CH2:16][CH2:15][CH:14]([O:17][C:18]2[C:29]3[C:28]4[CH2:27][CH2:26][CH2:25][C:24]=4[S:23][C:22]=3[N:21]=[CH:20][N:19]=2)[CH2:13][CH2:12]1)C(=O)OC(C)(C)C)[CH3:2].[ClH:30]>CCOCC>[ClH:30].[CH2:1]([NH:3][CH:11]1[CH2:16][CH2:15][CH:14]([O:17][C:18]2[C:29]3[C:28]4[CH2:27][CH2:26][CH2:25][C:24]=4[S:23][C:22]=3[N:21]=[CH:20][N:19]=2)[CH2:13][CH2:12]1)[CH3:2] |f:3.4|. Procedure details: To a 100-mL round-bottom flask was added tert-butyl N-ethyl-N-(4-[7-thia-9,11-diazatricyclo[6.4.0.0^[2,6]]dodeca-1(8),2(6),9,11-tetraen-12-yloxy]cyclohexyl)carbamate (300 mg, 0.72 mmol, 1.00 equiv) and ether (20 mL). Hydrogen chloride (g) was introduced at 0-5° C. The resulting solution was stirred for 5 h at 0-5° C. in a water/ice bath. The resulting mixture was concentrated under vacuum. This resulted in 240 mg (94%) of N-ethyl-4-[7-thia-9,11-diazatricyclo[6.4.0.0^[2,6]]dodeca-1(8),2(6),9,11-t... Reactants: [BH4-], CO, ClCCl, Cl, NCCc1c[nH]c2c(F)c(F)ccc12, [Na+], O, O=Cc1cccc(Oc2ccncc2)c1. The product is Fc1ccc2c(CCNCc3cccc(Oc4ccncc4)c3)c[nH]c2c1F. RXN SMILES: [BH4-:30].[CH3:33][OH:34].[Cl:35][CH2:36][Cl:37].[ClH:32].[F:1][c:2]1[c:3]([F:14])[c:4]2[nH:5][cH:6][c:7]([CH2:8][CH2:9][NH2:10])[c:11]2[cH:12][cH:13]1.[Na+:31].[OH2:38].[n:15]1[cH:16][cH:17][c:18]([O:21][c:22]2[cH:23][c:24]([CH:25]=[O:26])[cH:27][cH:28][cH:29]2)[cH:19][cH:20]1>>[F:1][c:2]1[c:3]([F:14])[c:4]2[nH:5][cH:6][c:7]([CH2:8][CH2:9][NH:10][CH2:25][c:24]3[cH:23][c:22]([O:21][c:18]4[cH:17][cH:16][n:15][cH:20][cH:19]4)[cH:29][cH:28][cH:27]3)[c:11]2[cH:12][cH:13]1.